This data is from the Open Reaction Database (ORD), a public repository of structured organic reaction records. The task is: describe an organic reaction: reactants, conditions, products, and yield Procedure details: To a mixture of sodium hydrogen carbonate (2.0 mmol) and PdCl2dppf:CH2Cl2 1:1 (0.05 eq, 0.03 mmol) under argon, was added a degassed solution of 4-[5-bromo-3-(5-chloro-2-thienyl)-1-(4-methoxybenzyl)-1H-pyrazol-4-yl]pyridine and 4-[3-bromo-5-(5-chloro-2-thienyl)-1-(4-methoxybenzyl)-1H-pyrazol-4-yl]pyridine (mixture of isomers 2:1, 0.65 mmol) in 10.5 mL dimethoxyethane and 3 mL of water. Cyclopropylboronic acid (1.3 mmol) was then added and the mixture was stirred at 90° C. for 3 h. Further cyclop... The solvent is C(OC)COC (dimethoxyethane), O (water), O (water), C(C)(=O)OCC (ethyl acetate). Yield: 25.0%. Starting materials: BrC1=C(C(=NN1CC1=CC=C(C=C1)OC)C=1SC(=CC1)Cl)C1=CC=NC=C1 (4-[5-bromo-3-(5-chloro-2-thienyl)-1-(4-methoxybenzyl)-1H-pyrazol-4-yl]pyridine), BrC1=NN(C(=C1C1=CC=NC=C1)C=1SC(=CC1)Cl)CC1=CC=C(C=C1)OC (4-[3-bromo-5-(5-chloro-2-thienyl)-1-(4-methoxybenzyl)-1H-pyrazol-4-yl]pyridine), C1(CC1)B(O)O (Cyclopropylboronic acid), C(O)([O-])=O.[Na+] (sodium hydrogen carbonate), PdCl2dppf CH2Cl2, C1(CC1)B(O)O (cyclopropylboronic acid). RXN SMILES: C(=O)([O-])O.[Na+].Br[C:7]1[N:11](CC2C=CC(OC)=CC=2)[N:10]=[C:9]([C:21]2[S:22][C:23]([Cl:26])=[CH:24][CH:25]=2)[C:8]=1[C:27]1[CH:32]=[CH:31][N:30]=[CH:29][CH:28]=1.Br[C:34]1[C:38]([C:39]2C=CN=CC=2)=C(C2SC(Cl)=CC=2)N(CC2C=CC(OC)=CC=2)N=1.C1(B(O)O)CC1>C(COC)OC.O.C(OCC)(=O)C>[Cl:26][C:23]1[S:22][C:21]([C:9]2[C:8]([C:27]3[CH:28]=[CH:29][N:30]=[CH:31][CH:32]=3)=[C:7]([CH:39]3[CH2:38][CH2:34]3)[NH:11][N:10]=2)=[CH:25][CH:24]=1 |f:0.1|. The product is ClC1=CC=C(S1)C1=NNC(=C1C1=CC=NC=C1)C1CC1 (4-[3-(5-chloro-2-thienyl)-5-cyclopropyl-1H-pyrazol-4-yl]pyridine). Reaction conditions: temperature 90 celsius, time 3 hour. Starting materials: [Ag+], CC(C)(C)c1cccc(C(C)(C)C)n1, OCCc1c(F)cccc1Cl, O=S(=O)([O-])C(F)(F)F, CCOC(=O)CI. The product is CCOC(=O)COCCc1c(F)cccc1Cl. RXN SMILES: [Ag+:41].[C:19]([c:20]1[cH:21][cH:22][cH:23][c:24]([C:25]([CH3:26])([CH3:27])[CH3:28])[n:29]1)([CH3:30])([CH3:31])[CH3:32].[Cl:1][c:2]1[c:3]([CH2:9][CH2:10][OH:11])[c:4]([F:8])[cH:5][cH:6][cH:7]1.[F:33][C:34]([F:35])([F:36])[S:37]([O-:38])(=[O:39])=[O:40].[I:12][CH2:13][C:14](=[O:15])[O:16][CH2:17][CH3:18]>>[Cl:1][c:2]1[c:3]([CH2:9][CH2:10][O:11][CH2:13][C:14](=[O:15])[O:16][CH2:17][CH3:18])[c:4]([F:8])[cH:5][cH:6][cH:7]1. The reagents and catalysts are C=1C=CC(=CC1)[P](C=2C=CC=CC2)(C=3C=CC=CC3)[Pd]([P](C=4C=CC=CC4)(C=5C=CC=CC5)C=6C=CC=CC6)([P](C=7C=CC=CC7)(C=8C=CC=CC8)C=9C=CC=CC9)[P](C=1C=CC=CC1)(C=1C=CC=CC1)C=1C=CC=CC1 (tetrakis(triphenylphosphine)palladium(0)). Yields the product ClC1=C2N=CN(C2=NC(=N1)C=1C=NC=CC1)C(C)C (6-Chloro-2-(pyridin-3-yl)-9-isopropyl-9H-purine). Procedure: A round-bottom flask was charged with 6-chloro-2-iodo-9-isopropyl-9H-purine (1.2 g, 3.7 mmol), pyridine-3-boronic acid 1,3-propanediol cyclic ester (0.91 g, 5.6 mmol), and tetrakis(triphenylphosphine)palladium(0) (430 mg, 0.37 mmol). To this mixture was added toluene (60 ml), ethanol (6 ml) and aqueous sodium carbonate solution (2M, 15 ml). The flask was sealed and the reaction mixture was stirred at 80° C. for 4 h. Water was added to the cooled mixture, which was extracted with ethyl acetate (5... Run at temperature 80 celsius, time 4 hour. RXN SMILES: [Cl:1][C:2]1[N:10]=[C:9](I)[N:8]=[C:7]2[C:3]=1[N:4]=[CH:5][N:6]2[CH:12]([CH3:14])[CH3:13].B1([C:21]2[CH:26]=[CH:25][CH:24]=[N:23][CH:22]=2)OCCCO1.C1(C)C=CC=CC=1.C(=O)([O-])[O-].[Na+].[Na+]>C1C=CC([P]([Pd]([P](C2C=CC=CC=2)(C2C=CC=CC=2)C2C=CC=CC=2)([P](C2C=CC=CC=2)(C2C=CC=CC=2)C2C=CC=CC=2)[P](C2C=CC=CC=2)(C2C=CC=CC=2)C2C=CC=CC=2)(C2C=CC=CC=2)C2C=CC=CC=2)=CC=1.O.C(O)C>[Cl:1][C:2]1[N:10]=[C:9]([C:21]2[CH:22]=[N:23][CH:24]=[CH:25][CH:26]=2)[N:8]=[C:7]2[C:3]=1[N:4]=[CH:5][N:6]2[CH:12]([CH3:14])[CH3:13] |f:3.4.5,^1:43,45,64,83|. Reactants: C1(=CC=CC=C1)C (toluene), C([O-])([O-])=O.[Na+].[Na+] (sodium carbonate), ClC1=C2N=CN(C2=NC(=N1)I)C(C)C (6-chloro-2-iodo-9-isopropyl-9H-purine), B1(OCCCO1)C2=CN=CC=C2 (pyridine-3-boronic acid 1,3-propanediol cyclic ester). Run in C(C)O (ethanol), O (Water). Reactants: C(C=C)(=O)O (acrylic acid), [OH-].[Na+] (NaOH), quaternary ammonium salt, ClC=CCCCl (1,4-dichlorobutene). Reagents/catalysts: C(=O)([O-])[O-].[Na+].[Na+] (Na2CO3), N(=O)N(C1=CC=CC=C1)C1=CC=CC=C1 (N-nitrosodiphenylamine), COC1=CC=C(C=C1)O (4-methoxyphenol). The solvent is O (water). Product: C(C=C)(=O)[O-].[Na+] (sodium acrylate), C(C=C)(=O)OCC=CCCl (4-chloro-2-butenyl acrylate). The yield is 118.7%. Reaction SMILES: [C:1]([OH:5])(=[O:4])[CH:2]=[CH2:3].[OH-].[Na+:7].[Cl:8][CH:9]=[CH:10][CH2:11][CH2:12]Cl>N(N(C1C=CC=CC=1)C1C=CC=CC=1)=O.COC1C=CC(O)=CC=1.C([O-])([O-])=O.[Na+].[Na+].O>[C:1]([O-:5])(=[O:4])[CH:2]=[CH2:3].[Na+:7].[C:1]([O:5][CH2:12][CH:11]=[CH:10][CH2:9][Cl:8])(=[O:4])[CH:2]=[CH2:3] |f:1.2,6.7.8,10.11|. Procedure details: An aqueous solution of sodium acrylate is prepared from 216.2 g of acrylic acid (100%=3 mol), 262.8 g of NaOH (50%) and 497 g of water. 3.7 g of N-nitrosodiphenylamine and 3.7 g of 4-methoxyphenol are added to stabilize the solution. 12 g of the quaternary ammonium salt used in Example 1 are also added. 1,125 g (9 mol) of 1,4-dichlorobutene are run in at 90° C. 15.9 g of Na2CO3 are added after 1 hour and the mixture is left to react for a further 2 hours at 90° C. After phase separation, the org... Reactants: NC1=NC(=C(C(=O)OC)C=C1[N+](=O)[O-])OCCOC (Methyl 6-amino-2-(2-methoxy-ethoxy)-5-nitro-nicotinate). The reagents and catalysts are [Pd] (palladium on charcoal). Solvent: CO (methanol), C1CCOC1 (THF). Yields the product NC=1C(=NC(=C(C(=O)OC)C1)OCCOC)N (Methyl 5,6-diamino-2-(2-methoxy-ethoxy)-nicotinate). Reaction SMILES: [NH2:1][C:2]1[C:11]([N+:12]([O-])=O)=[CH:10][C:5]([C:6]([O:8][CH3:9])=[O:7])=[C:4]([O:15][CH2:16][CH2:17][O:18][CH3:19])[N:3]=1>[Pd].C1COCC1.CO>[NH2:12][C:11]1[C:2]([NH2:1])=[N:3][C:4]([O:15][CH2:16][CH2:17][O:18][CH3:19])=[C:5]([CH:10]=1)[C:6]([O:8][CH3:9])=[O:7]. Procedure details: Prepared analogously to example 154d by hydrogenation of the product obtained in (800d) using palladium on charcoal in THF and methanol. The reactants are NC1=C(NC2=CC(=CC=C12)Cl)C(=O)C1=NC=CC(=C1)C (3-amino-6-chloro-2-(4-methylpyridine-2-carbonyl)indole), ClCC(=O)Cl (chloroacetyl chloride). Product: ClC1=CC=C2C(=C(NC2=C1)C(=O)C1=NC=CC(=C1)C)NC(CCl)=O (6-Chloro-3-(2-chloroacetylamino)-2-(4-methylpyridine-2-carbonyl)indole). As a reaction SMILES: [NH2:1][C:2]1[C:10]2[C:5](=[CH:6][C:7]([Cl:11])=[CH:8][CH:9]=2)[NH:4][C:3]=1[C:12]([C:14]1[CH:19]=[C:18]([CH3:20])[CH:17]=[CH:16][N:15]=1)=[O:13].[Cl:21][CH2:22][C:23](Cl)=[O:24]>>[Cl:11][C:7]1[CH:6]=[C:5]2[C:10]([C:2]([NH:1][C:23](=[O:24])[CH2:22][Cl:21])=[C:3]([C:12]([C:14]3[CH:19]=[C:18]([CH3:20])[CH:17]=[CH:16][N:15]=3)=[O:13])[NH:4]2)=[CH:9][CH:8]=1. Reported procedure: The title compound was prepared, according to the procedure described in Example 19 employing 3-amino-6-chloro-2-(4-methylpyridine-2-carbonyl)indole (Example 70) and chloroacetyl chloride. m.p.: 224-225° C. Reactants: BrC=1C=CC=2C(=C3C(=NC2C1)C(NNC3=O)=O)O (7-bromo-2,3-dihydro-10-hydroxypyridazino[4,5-b]quinoline-1,4-dione), [OH-].OCC[N+](C)(C)C (choline hydroxide). Solvent: CO (methanol). The product is OCC[N+](C)(C)C.BrC=1C=CC=2C(=C3C(=NC2C1)C(NNC3=O)=O)O (7-Bromo-2,3-dihydro-10-hydroxypyridazino[4,5-b]quinoline-1,4-dione choline salt). Isolated yield 77.2%. As a reaction SMILES: [Br:1][C:2]1[CH:3]=[CH:4][C:5]2[C:6]([OH:18])=[C:7]3[C:15](=[O:16])[NH:14][NH:13][C:12](=[O:17])[C:8]3=[N:9][C:10]=2[CH:11]=1.[OH-].[OH:20][CH2:21][CH2:22][N+:23]([CH3:26])([CH3:25])[CH3:24]>CO>[OH:20][CH2:21][CH2:22][N+:23]([CH3:26])([CH3:25])[CH3:24].[Br:1][C:2]1[CH:3]=[CH:4][C:5]2[C:6]([OH:18])=[C:7]3[C:15](=[O:16])[NH:14][NH:13][C:12](=[O:17])[C:8]3=[N:9][C:10]=2[CH:11]=1 |f:1.2,4.5|. Procedure details: To a suspension of 7-bromo-2,3-dihydro-10-hydroxypyridazino[4,5-b]quinoline-1,4-dione (0.600g, 1.95 mM) in methanol (20 mL) was added choline hydroxide (0.24 g, 1.98 mM, 45% solution in methanol). The resulting solution was concentrated and the solid yellow residue was recrystallized from ethanol to provide (0.62 g, 78%) the title compound as yellow crystals, mp 227.5°-228.5° C. The reactants are OCC=1C=C(C=CC1)NC(CC1=CC(=CC=C1)OCCCCCCCCCCCCCC)=O (N-[3-(hydroxymethyl)phenyl]-3-(tetradecyloxy)benzeneacetamide), CS(=O)(=O)Cl (methanesulfonyl chloride), [Cl-].[Na+] (sodium chloride), C([O-])(O)=O.[Na+] (sodium bicarbonate), [Br-].[Li+] (lithium bromide). Run in O1CCCC1 (tetrahydrofuran), C(C)N(CC)CC (triethylamine). Conditions: time 2 hour. Yields the product BrCC=1C=C(C=CC1)NC(CC1=CC(=CC=C1)OCCCCCCCCCCCCCC)=O (N-[3-(Bromomethyl)phenyl]-3-(tetradecyloxy) benzeneacetamide). As a reaction SMILES: O[CH2:2][C:3]1[CH:4]=[C:5]([NH:9][C:10](=[O:33])[CH2:11][C:12]2[CH:17]=[CH:16][CH:15]=[C:14]([O:18][CH2:19][CH2:20][CH2:21][CH2:22][CH2:23][CH2:24][CH2:25][CH2:26][CH2:27][CH2:28][CH2:29][CH2:30][CH2:31][CH3:32])[CH:13]=2)[CH:6]=[CH:7][CH:8]=1.CS(Cl)(=O)=O.[Br-:39].[Li+].[Cl-].[Na+].C(=O)(O)[O-].[Na+]>O1CCCC1.C(N(CC)CC)C>[Br:39][CH2:2][C:3]1[CH:4]=[C:5]([NH:9][C:10](=[O:33])[CH2:11][C:12]2[CH:17]=[CH:16][CH:15]=[C:14]([O:18][CH2:19][CH2:20][CH2:21][CH2:22][CH2:23][CH2:24][CH2:25][CH2:26][CH2:27][CH2:28][CH2:29][CH2:30][CH2:31][CH3:32])[CH:13]=2)[CH:6]=[CH:7][CH:8]=1 |f:2.3,4.5,6.7|. Procedure details: To a solution of 3.3 g of N-[3-(hydroxymethyl)phenyl]-3-(tetradecyloxy)benzeneacetamide in 60 ml of tetrahydrofuran is added 1.11 g of methanesulfonyl chloride and 978.95 mg of triethylamine followed by stirring at ambient temperature for 2 hours. Added 6.32 g of lithium bromide and stirred for an additional 2.5 hours. The reaction is poured into a mixture of saturated sodium chloride and saturated sodium bicarbonate then extracted with ether. The organic layer is dried and evaporated to give th... Reagents/catalysts: C=1C=CC(=CC1)[P](C=2C=CC=CC2)(C=3C=CC=CC3)[Pd]([P](C=4C=CC=CC4)(C=5C=CC=CC5)C=6C=CC=CC6)([P](C=7C=CC=CC7)(C=8C=CC=CC8)C=9C=CC=CC9)[P](C=1C=CC=CC1)(C=1C=CC=CC1)C=1C=CC=CC1 ((Ph3P)4Pd). The product is FC=1C(=C2/C(/C(NC2=CC1)=O)=C/C=1NC=CC1OC)C#CC(CC)O (rac-(Z)-1,3-Dihydro-5-fluoro-4-(3-hydroxy-1-pentynyl)-3-[(3-methoxy-1H-pyrrol-2-yl)methylene]-2H-indol-2-one). Procedure: Using Method C above, 1-pentyn-3-ol (54.5 mg, 0.65 mmol) (Aldrich) was coupled with (Z)-1,3-dihydro-5-fluoro-4-iodo-3-[(3-methoxy-1H-pyrrol-2-yl)methylene]-2H-indol-2-one (100 mg, 0.26 mmol) (Starting Material 6, supra) using (Ph3P)4Pd (30 mg) and Cul (5 mg) as catalyst in DMF (5 mL) and Et3N (5 mL) as solvent at 85° C. for 18 h to yield rac-(Z)-1,3-Dihydro-5-fluoro-4-(3-hydroxy-1-pentynyl)-3-[(3-methoxy-1H-pyrrol-2-yl)methylene]-2H-indol-2-one. (Yield 56 mg, 64%). The reactants are C#CC(CC)O (1-pentyn-3-ol), FC=1C(=C2/C(/C(NC2=CC1)=O)=C/C=1NC=CC1OC)I ((Z)-1,3-dihydro-5-fluoro-4-iodo-3-[(3-methoxy-1H-pyrrol-2-yl)methylene]-2H-indol-2-one), FC=1C(=C2/C(/C(NC2=CC1)=O)=C/C=1NC=CC1OC)I ((Z)-1,3-dihydro-5-fluoro-4-iodo-3-[(3-methoxy-1H-pyrrol-2-yl)methylene]-2H-indol-2-one). Reaction SMILES: [CH:1]#[C:2][CH:3]([OH:6])[CH2:4][CH3:5].[F:7][C:8]1[C:9](I)=[C:10]2[C:14](=[CH:15][CH:16]=1)[NH:13][C:12](=[O:17])/[C:11]/2=[CH:18]\[C:19]1[NH:20][CH:21]=[CH:22][C:23]=1[O:24][CH3:25]>C1C=CC([P]([Pd]([P](C2C=CC=CC=2)(C2C=CC=CC=2)C2C=CC=CC=2)([P](C2C=CC=CC=2)(C2C=CC=CC=2)C2C=CC=CC=2)[P](C2C=CC=CC=2)(C2C=CC=CC=2)C2C=CC=CC=2)(C2C=CC=CC=2)C2C=CC=CC=2)=CC=1.CN(C=O)C.CCN(CC)CC>[F:7][C:8]1[C:9]([C:1]#[C:2][CH:3]([OH:6])[CH2:4][CH3:5])=[C:10]2[C:14](=[CH:15][CH:16]=1)[NH:13][C:12](=[O:17])/[C:11]/2=[CH:18]\[C:19]1[NH:20][CH:21]=[CH:22][C:23]=1[O:24][CH3:25] |^1:30,32,51,70|. The solvent is CCN(CC)CC (Et3N), CN(C)C=O (DMF). Procedure: Starting from 4-(5-Cyclopropylmethoxy-benzo[1,3]dioxol-4-yl)-5H-pyrrolo[3,2-d]pyrimidine-7-carboxylic acid (R)-pyrrolidin-3-ylamide hydrochloride (example A142) and methoxy-acetyl chloride the title compound is obtained as colorless solid. Product: COCC(=O)N1C[C@@H](CC1)NC(=O)C1=CNC2=C1N=CN=C2C2=C(C=CC=1OCOC12)OCC1CC1 (4-(5-Cyclopropylmethoxy-benzo[1,3]dioxol-4-yl)-5H-pyrrolo[3,2-d]pyrimidine-7-carboxylic acid [(R)-1-(2-methoxy-acetyl)pyrrolidin-3-yl]-amide). Starting materials: Cl.N1C[C@@H](CC1)NC(=O)C1=CNC2=C1N=CN=C2C2=C(C=CC=1OCOC12)OCC1CC1 (4-(5-Cyclopropylmethoxy-benzo[1,3]dioxol-4-yl)-5H-pyrrolo[3,2-d]pyrimidine-7-carboxylic acid (R)-pyrrolidin-3-ylamide hydrochloride), COCC(=O)Cl (methoxy-acetyl chloride). As a reaction SMILES: Cl.[NH:2]1[CH2:6][CH2:5][C@@H:4]([NH:7][C:8]([C:10]2[C:14]3[N:15]=[CH:16][N:17]=[C:18]([C:19]4[C:27]5[O:26][CH2:25][O:24][C:23]=5[CH:22]=[CH:21][C:20]=4[O:28][CH2:29][CH:30]4[CH2:32][CH2:31]4)[C:13]=3[NH:12][CH:11]=2)=[O:9])[CH2:3]1.[CH3:33][O:34][CH2:35][C:36](Cl)=[O:37]>>[CH3:33][O:34][CH2:35][C:36]([N:2]1[CH2:6][CH2:5][C@@H:4]([NH:7][C:8]([C:10]2[C:14]3[N:15]=[CH:16][N:17]=[C:18]([C:19]4[C:27]5[O:26][CH2:25][O:24][C:23]=5[CH:22]=[CH:21][C:20]=4[O:28][CH2:29][CH:30]4[CH2:32][CH2:31]4)[C:13]=3[NH:12][CH:11]=2)=[O:9])[CH2:3]1)=[O:37] |f:0.1|.